From a dataset of the Open Reaction Database (ORD), a public repository of structured organic reaction records. describe an organic reaction: reactants, conditions, products, and yield Starting materials: ClC=1C(=NC=CN1)CNC(=O)[C@@H]1CC[C@H](CC1)O ((trans)-N-((3-chloropyrazin-2-yl)methyl)-4-hydroxycyclohexanecarboxamide), C(C)(=O)OC(C)=O (acetic anhydride). Reagents/catalysts: CN(C1=CC=NC=C1)C (4-dimethylaminopyridine). Solvent: N1=CC=CC=C1 (pyridine). Product: C(C)(=O)O[C@@H]1CC[C@H](CC1)C(NCC1=NC=CN=C1Cl)=O ((trans)-4-((3-chloropyrazin-2-yl)methylcarbamoyl)cyclohexyl acetate). Yield: 89.8%. As a reaction SMILES: [Cl:1][C:2]1[C:3]([CH2:8][NH:9][C:10]([C@H:12]2[CH2:17][CH2:16][C@H:15]([OH:18])[CH2:14][CH2:13]2)=[O:11])=[N:4][CH:5]=[CH:6][N:7]=1.[C:19](OC(=O)C)(=[O:21])[CH3:20]>CN(C)C1C=CN=CC=1.N1C=CC=CC=1>[C:19]([O:18][C@H:15]1[CH2:16][CH2:17][C@H:12]([C:10](=[O:11])[NH:9][CH2:8][C:3]2[C:2]([Cl:1])=[N:7][CH:6]=[CH:5][N:4]=2)[CH2:13][CH2:14]1)(=[O:21])[CH3:20]. Reported procedure: The total harvest of (trans)-N-((3-chloropyrazin-2-yl)methyl)-4-hydroxycyclohexanecarboxamide (10 mmol, 2.7 g) and 4-dimethylaminopyridine (1.0 mmol, 0.12 g) were dissolved in pyridine (25 ml), acetic anhydride (10.51 mmol, 0.994 ml) was added and the mixture was stirred at room temperature. After 1 hour the reaction was quenched in 185 mL of 2N hydrochloric acid (pH becomes four) and extracted with ethyl acetate three times. The combined organic layers were dried (sodium sulfate) and concentrat... Starting materials: C(#N)CC1=C(CN(C(OCC2=CC=CC=C2)=O)C)C=C(C=C1)[N+](=O)[O-] (Benzyl 2-(cyanomethyl)-5-nitrobenzyl(methyl)carbamate), [Cl-].[NH4+] (ammonium chloride). Procedure: To a solution of 36C (1.803 g, 5.31 mmol) in MeOH (30 mL) and THF (10 mL) was added zinc (dust) (3.47 g, 53.1 mmol) and ammonium chloride (5.68 g, 106 mmol). The resulting solution was stirred at rt for 2 h. MeOH was removed under reduced pressure. Na2CO3 (aq, 100 mL) and EtOAc (150 mL) was added, and the suspension was stirred vigorously for 10 min. The mixture was filtered through a glass frit, solid residue was washed with EtOAc (3×150 mL). Combined EtOAc fractions were washed with std. Na2CO... Reaction conditions: time 2 hour. Reaction SMILES: [C:1]([CH2:3][C:4]1[CH:22]=[CH:21][C:20]([N+:23]([O-])=O)=[CH:19][C:5]=1[CH2:6][N:7]([CH3:18])[C:8](=[O:17])[O:9][CH2:10][C:11]1[CH:16]=[CH:15][CH:14]=[CH:13][CH:12]=1)#[N:2].[Cl-].[NH4+]>CO.C1COCC1.[Zn]>[NH2:23][C:20]1[CH:21]=[CH:22][C:4]([CH2:3][C:1]#[N:2])=[C:5]([CH:19]=1)[CH2:6][N:7]([CH3:18])[C:8](=[O:17])[O:9][CH2:10][C:11]1[CH:16]=[CH:15][CH:14]=[CH:13][CH:12]=1 |f:1.2|. Yield: 88.9%. Reagents/catalysts: [Zn] (zinc). Solvent: CO (MeOH), C1CCOC1 (THF). Yields the product NC=1C=CC(=C(CN(C(OCC2=CC=CC=C2)=O)C)C1)CC#N (Benzyl 5-amino-2-(cyanomethyl)benzyl(methyl)carbamate). Starting materials: C(C)(SCC=1OC(=CC1)C=1C=NC=CC1)=O (S-(5-(pyridin-3-yl)furan-2-yl)methyl ethanethioate), C[S-].[Na+] (sodium thiomethoxide), resultant solution. Run in C(Cl)(Cl)Cl.CO (CHCl3 CH3OH). The product is N1=CC(=CC=C1)C1=CC=C(O1)CS ((5-Pyridin-3-yl-furan-2-yl)-methanethiol). Yield: 62.7%. As a reaction SMILES: C(=O)([S:3][CH2:4][C:5]1[O:6][C:7]([C:10]2[CH:11]=[N:12][CH:13]=[CH:14][CH:15]=2)=[CH:8][CH:9]=1)C.C[S-].[Na+]>C(Cl)(Cl)Cl.CO>[N:12]1[CH:13]=[CH:14][CH:15]=[C:10]([C:7]2[O:6][C:5]([CH2:4][SH:3])=[CH:9][CH:8]=2)[CH:11]=1 |f:1.2,3.4|. Reported procedure: (See FIG. 7.) To a solution of 13 (10 mg, 0.05 mmol) in CHCl3/CH3OH (1.5 mL, 2:1, v:v) was added sodium thiomethoxide (3 mg, 0.05 mmol) and the resultant solution was stirred under argon for 10 min. The solvent was removed with a stream of argon and the residue was applied directly to a TLC plate (20×20 cm, 250 μm silica gel), developed (EtOAc/Hex, 5/95, Rf=0.12), the product band was scraped, extracted with dichloromethane and the solvent was removed in vacuo to afford the title compound 14 (6 ... The reactants are [Ba+2], C=O, CCCOc1ccc(C(N)=O)cc1, [OH-], [OH-]. Product: CCCOc1ccc(C(=O)NCO)cc1. Reaction SMILES: [Ba+2:15].[CH2:17]=[O:18].[CH2:1]([CH2:2][CH3:3])[O:4][c:5]1[cH:6][cH:7][c:8]([C:9](=[O:10])[NH2:11])[cH:12][cH:13]1.[OH-:14].[OH-:16]>>[CH2:1]([CH2:2][CH3:3])[O:4][c:5]1[cH:6][cH:7][c:8]([C:9](=[O:10])[NH:11][CH2:17][OH:14])[cH:12][cH:13]1.